Dataset: the Open Reaction Database (ORD), a public repository of structured organic reaction records. Task: describe an organic reaction: reactants, conditions, products, and yield The reactants are O=C([O-])O, OCCO, Cc1ccc(S(=O)(=O)O)cc1, COc1ccc2cc(CCC(C)=O)cc(F)c2c1, [Na+], O, c1ccccc1. The product is COc1ccc2cc(CCC3(C)OCCO3)cc(F)c2c1. As a reaction SMILES: [C:34](=[O:35])([O-:36])[OH:37].[CH2:19]([CH2:20][OH:21])[OH:22].[CH3:23][c:24]1[cH:25][cH:26][c:27]([S:28](=[O:29])(=[O:30])[OH:31])[cH:32][cH:33]1.[F:1][c:2]1[cH:3][c:4]([CH2:14][CH2:15][C:16]([CH3:17])=[O:18])[cH:5][c:6]2[cH:7][cH:8][c:9]([O:12][CH3:13])[cH:10][c:11]12.[Na+:38].[OH2:45].[cH:39]1[cH:40][cH:41][cH:42][cH:43][cH:44]1>>[F:1][c:2]1[cH:3][c:4]([CH2:14][CH2:15][C:16]2([CH3:17])[O:18][CH2:19][CH2:20][O:21]2)[cH:5][c:6]2[cH:7][cH:8][c:9]([O:12][CH3:13])[cH:10][c:11]12. Isolated yield 80.6%. The reagents and catalysts are [Pd] (Pd/C), [Pd] (Pd/C). Procedure: 6.41 g (17.4 mmol) of 4-{4-[2-(4-propyl-cyclohexyl)-ethenyl]-phenyl}cyclohexane carboxylic acid methyl ester produced in Example 5-1 was dissolved in a mixture of toluene and ethanol (1:1 by volume %). 0.4 g of Pd/C was added to 200 mL of the resultant solution and reacted in hydrogenation reactor for 12 hours. After reaction, Pd/C was removed by filtration and concentrated under reduced pressure to obtain 5.2 g (80%) of 4-{4-[2-(4-propyl-cyclohexyl)-ethyl]-phenyl}-cyclohexane carboxylic acid me... The reactants are COC(=O)C1CCC(CC1)C1=CC=C(C=C1)C=CC1CCC(CC1)CCC (4-{4-[2-(4-propyl-cyclohexyl)-ethenyl]-phenyl}cyclohexane carboxylic acid methyl ester), resultant solution. The solvent is C1(=CC=CC=C1)C (toluene), C(C)O (ethanol). Yields the product COC(=O)C1CCC(CC1)C1=CC=C(C=C1)CCC1CCC(CC1)CCC (4-{4-[2-(4-propyl-cyclohexyl)-ethyl]-phenyl}-cyclohexane carboxylic acid methyl ester). As a reaction SMILES: [CH3:1][O:2][C:3]([CH:5]1[CH2:10][CH2:9][CH:8]([C:11]2[CH:16]=[CH:15][C:14]([CH:17]=[CH:18][CH:19]3[CH2:24][CH2:23][CH:22]([CH2:25][CH2:26][CH3:27])[CH2:21][CH2:20]3)=[CH:13][CH:12]=2)[CH2:7][CH2:6]1)=[O:4]>C1(C)C=CC=CC=1.C(O)C.[Pd]>[CH3:1][O:2][C:3]([CH:5]1[CH2:6][CH2:7][CH:8]([C:11]2[CH:12]=[CH:13][C:14]([CH2:17][CH2:18][CH:19]3[CH2:20][CH2:21][CH:22]([CH2:25][CH2:26][CH3:27])[CH2:23][CH2:24]3)=[CH:15][CH:16]=2)[CH2:9][CH2:10]1)=[O:4]. Reported procedure: To a mixture of 1-tert-butyl 2-ethyl 7-(cyclopropylamino)-5-(2-methoxyethoxy)indoline-1,2-dicarboxylate (1.9 g) and pyridine (3 mL) was added a mixture of 2-pyridylsulfonyl chloride (1.2 g) and pyridine (2 mL) at 0° C., and the mixture was stirred at room temperature overnight. The reaction mixture was concentrated under reduced pressure, and the residue was diluted with ethyl acetate and water. The organic layer was washed with aqueous 10% aqueous citric acid solution, aqueous sodium bicarbonat... The reactants are N1=C(C=CC=C1)S(=O)(=O)Cl (2-pyridylsulfonyl chloride), C1(CC1)NC=1C=C(C=C2CC(N(C12)C(=O)OC(C)(C)C)C(=O)OCC)OCCOC (1-tert-butyl 2-ethyl 7-(cyclopropylamino)-5-(2-methoxyethoxy)indoline-1,2-dicarboxylate). Conditions: time 8 hour. The yield is 67.0%. Product: C1(CC1)N(C=1C=C(C=C2CC(N(C12)C(=O)OC(C)(C)C)C(=O)OCC)OCCOC)S(=O)(=O)C1=NC=CC=C1 (1-tert-butyl 2-ethyl 7-[cyclopropyl(pyridin-2-ylsulfonyl)amino]-5-(2-methoxyethoxy)indoline-1,2-dicarboxylate). Run in N1=CC=CC=C1 (pyridine), N1=CC=CC=C1 (pyridine). Reaction SMILES: [CH:1]1([NH:4][C:5]2[CH:6]=[C:7]([O:26][CH2:27][CH2:28][O:29][CH3:30])[CH:8]=[C:9]3[C:13]=2[N:12]([C:14]([O:16][C:17]([CH3:20])([CH3:19])[CH3:18])=[O:15])[CH:11]([C:21]([O:23][CH2:24][CH3:25])=[O:22])[CH2:10]3)[CH2:3][CH2:2]1.[N:31]1[CH:36]=[CH:35][CH:34]=[CH:33][C:32]=1[S:37](Cl)(=[O:39])=[O:38]>N1C=CC=CC=1>[CH:1]1([N:4]([S:37]([C:32]2[CH:33]=[CH:34][CH:35]=[CH:36][N:31]=2)(=[O:39])=[O:38])[C:5]2[CH:6]=[C:7]([O:26][CH2:27][CH2:28][O:29][CH3:30])[CH:8]=[C:9]3[C:13]=2[N:12]([C:14]([O:16][C:17]([CH3:19])([CH3:18])[CH3:20])=[O:15])[CH:11]([C:21]([O:23][CH2:24][CH3:25])=[O:22])[CH2:10]3)[CH2:2][CH2:3]1. Reactants: BrCc1cc(C2OC(COCc3ccccc3)C(OCc3ccccc3)C(OCc3ccccc3)C2OCc2ccccc2)c2ccccc2c1, CCO, N#C[K], O. The product is N#CCc1cc(C2OC(COCc3ccccc3)C(OCc3ccccc3)C(OCc3ccccc3)C2OCc2ccccc2)c2ccccc2c1. RXN SMILES: [CH2:1]([c:2]1[cH:3][cH:4][cH:5][cH:6][cH:7]1)[O:8][CH:9]1[CH:10]([CH2:43][O:44][CH2:45][c:46]2[cH:47][cH:48][cH:49][cH:50][cH:51]2)[O:11][CH:12]([c:31]2[cH:32][c:33]([CH2:41][Br:42])[cH:34][c:35]3[cH:36][cH:37][cH:38][cH:39][c:40]23)[CH:13]([O:23][CH2:24][c:25]2[cH:26][cH:27][cH:28][cH:29][cH:30]2)[CH:14]1[O:15][CH2:16][c:17]1[cH:18][cH:19][cH:20][cH:21][cH:22]1.[CH3:55][CH2:56][OH:57].[K:52][C:53]#[N:54].[OH2:58]>>[CH2:1]([c:2]1[cH:3][cH:4][cH:5][cH:6][cH:7]1)[O:8][CH:9]1[CH:10]([CH2:43][O:44][CH2:45][c:46]2[cH:47][cH:48][cH:49][cH:50][cH:51]2)[O:11][CH:12]([c:31]2[cH:32][c:33]([CH2:41][C:53]#[N:54])[cH:34][c:35]3[cH:36][cH:37][cH:38][cH:39][c:40]23)[CH:13]([O:23][CH2:24][c:25]2[cH:26][cH:27][cH:28][cH:29][cH:30]2)[CH:14]1[O:15][CH2:16][c:17]1[cH:18][cH:19][cH:20][cH:21][cH:22]1. Starting materials: S(=O)(=O)(C1=CC=C(C)C=C1)Cl (tosyl chloride), C(CCCC)OC(CCCO)C (4-pentyloxypentanol), O (water). Solvent: N1=CC=CC=C1 (pyridine). Run at temperature 25 celsius. The product is C1(=CC=C(C=C1)S(=O)(=O)OCCCC(C)OCCCCC)C (4-pentyloxypentyl p-toluenesulfonate). Yield: 99.6%. As a reaction SMILES: [CH2:1]([O:6][CH:7]([CH3:12])[CH2:8][CH2:9][CH2:10][OH:11])[CH2:2][CH2:3][CH2:4][CH3:5].[S:13](Cl)([C:16]1[CH:22]=[CH:21][C:19]([CH3:20])=[CH:18][CH:17]=1)(=[O:15])=[O:14].O>N1C=CC=CC=1>[C:19]1([CH3:20])[CH:21]=[CH:22][C:16]([S:13]([O:11][CH2:10][CH2:9][CH2:8][CH:7]([O:6][CH2:1][CH2:2][CH2:3][CH2:4][CH3:5])[CH3:12])(=[O:15])=[O:14])=[CH:17][CH:18]=1. Reported procedure: 17 g of 4-pentyloxypentanol was dissolved in 60 ml of pyridine, and under stirring, 22.4 g of tosyl chloride was added at below 10° C. in 40 min. The mixture was raised to 25° C. and stirred for 3 hours. After the reaction, cold water was added, and the product was extracted with ether, followed by successive washing with 5% hydrochloric acid and water and drying with anhydrous MgSO4. The solvent was distilled off to obtain 31.9 g of 4-pentyloxypentyl p-toluenesulfonate. The reactants are ClCCl, O=C(O)C(F)(F)F, CC(C)(C)OC(=O)N(CCCN(CC(=O)O)c1nc(-n2ccnc2)ns1)Cc1ccc2c(c1)OCO2. The product is O=C(O)CN(CCCNCc1ccc2c(c1)OCO2)c1nc(-n2ccnc2)ns1. Reaction SMILES: [Cl:44][CH2:45][Cl:46].[F:37][C:38]([F:39])([F:40])[C:41]([OH:42])=[O:43].[O:1]1[CH2:2][O:3][c:4]2[c:5]1[cH:6][cH:7][c:8]([CH2:10][N:11]([CH2:12][CH2:13][CH2:14][N:15]([c:16]1[n:17][c:18](-[n:21]3[cH:22][n:23][cH:24][cH:25]3)[n:19][s:20]1)[CH2:26][C:27](=[O:28])[OH:29])[C:30]([O:31][C:32]([CH3:33])([CH3:34])[CH3:35])=[O:36])[cH:9]2>>[O:1]1[CH2:2][O:3][c:4]2[c:5]1[cH:6][cH:7][c:8]([CH2:10][NH:11][CH2:12][CH2:13][CH2:14][N:15]([c:16]1[n:17][c:18](-[n:21]3[cH:22][n:23][cH:24][cH:25]3)[n:19][s:20]1)[CH2:26][C:27](=[O:28])[OH:29])[cH:9]2. The reactants are tris-hydrochloric acid, C(C)(=O)N[C@H]1C(O)O[C@@H]([C@H]([C@@H]1O)O)CO.P(O)(=O)(OP(=O)(O)O)OC[C@@H]1[C@H]([C@H]([C@@H](O1)N1C(=O)NC(=O)C=C1)O)O (uridine diphosphate-N-acetylglucosamine), S(=O)(=O)([O-])[O-].[Mg+2] (magnesium sulfate). Conditions: time 30 minute. Yields the product C(C)(=O)N[C@@H]1C(O)O[C@@H]([C@H]([C@@H]1O)O)CO (N-acetylmannosamine). Reaction SMILES: [C:1]([NH:4][C@@H:5]1[C@@H:11]([OH:12])[C@H:10]([OH:13])[C@@H:9]([CH2:14][OH:15])[O:8][CH:6]1[OH:7])(=[O:3])[CH3:2].P(OC[C@H]1O[C@@H](N2C=CC(=O)NC2=O)[C@H](O)[C@@H]1O)(OP(O)(O)=O)(=O)O.S([O-])([O-])(=O)=O.[Mg+2]>>[C:1]([NH:4][C@H:5]1[C@@H:11]([OH:12])[C@H:10]([OH:13])[C@@H:9]([CH2:14][OH:15])[O:8][CH:6]1[OH:7])(=[O:3])[CH3:2] |f:0.1,2.3|. Reported procedure: To 1 ml of 0.1M tris-hydrochloric acid buffer solution of pH 7.5 were added 1 μmol of uridine diphosphate-N-acetylglucosamine and 40 μmol of magnesium sulfate. Incubation was conducted at 37° C. Thereto was added 0.2 ml (protein amount: 2 mg) of a crude enzyme liquid obtained from extracts of a living liver (Biochem. Biophys. Acta Vol. 252, 1971, p. 357). Reaction was conducted for 30 min to form N-acetylmannosamine. The reaction mixture was heated for 2 minutes at 100° C. Thereafter, the mixtur... The product is NC(=O)NN1CCN(C2(C(=O)OCc3ccc([N+](=O)[O-])cc3)CN3C(=O)C(N)C3S2)C1=O. Reaction SMILES: [CH3:41][OH:42].[ClH:30].[NH2:1][CH:2]1[CH:3]2[S:4][C:5]([C:10](=[O:11])[O:12][CH2:13][c:14]3[cH:15][cH:16][c:17]([N+:20](=[O:21])[O-:22])[cH:18][cH:19]3)([N:23]3[C:24](=[O:29])[N:25]([NH2:28])[CH2:26][CH2:27]3)[CH2:6][N:7]2[C:8]1=[O:9].[Na+:35].[Na:31][O:32][C:33]#[N:34].[OH2:40].[OH:36][C:37](=[O:38])[O-:39]>>[NH2:1][CH:2]1[CH:3]2[S:4][C:5]([C:10](=[O:11])[O:12][CH2:13][c:14]3[cH:15][cH:16][c:17]([N+:20](=[O:21])[O-:22])[cH:18][cH:19]3)([N:23]3[C:24](=[O:29])[N:25]([NH:28][C:33](=[O:32])[NH2:34])[CH2:26][CH2:27]3)[CH2:6][N:7]2[C:8]1=[O:9]. Reactants: CO, Cl, NC1C(=O)N2CC(C(=O)OCc3ccc([N+](=O)[O-])cc3)(N3CCN(N)C3=O)SC12, [Na+], N#CO[Na], O, O=C([O-])O.